Dataset: the Open Reaction Database (ORD), a public repository of structured organic reaction records. Task: describe an organic reaction: reactants, conditions, products, and yield Starting materials: CSCC=1C=CC=C2C=CNC12 (7-[(Methylsulfanyl)methyl]-1H-indole), ClC1=CC(=C(C=C1)C(C)(O)C1=CC=C(C=C1)F)F (1-(4-Chloro-2-fluorophenyl)-1-(4-fluorophenyl)ethanol), FC1=CC=C(C=C1)C(C1=CNC2=C(C=CC=C12)CSC)C1=CC=C(C=C1)F (3-[Bis(4-fluorophenyl)methyl]-7-[(methylsulfanyl)methyl]-1H-indole). The product is ClC1=CC(=C(C=C1)C(C)(C1=CC=C(C=C1)F)C1=CNC2=C(C=CC=C12)CSC)F (3-[1-(4-Chloro-2-fluorophenyl)-1-(4-fluorophenyl)ethyl]-7-[(methylsulfanyl)methyl]-1H-indole). Reaction SMILES: [CH3:1][S:2][CH2:3][C:4]1[CH:5]=[CH:6][CH:7]=[C:8]2[C:12]=1[NH:11][CH:10]=[CH:9]2.[Cl:13][C:14]1[CH:19]=[CH:18][C:17]([C:20]([C:23]2[CH:28]=[CH:27][C:26]([F:29])=[CH:25][CH:24]=2)(O)[CH3:21])=[C:16]([F:30])[CH:15]=1.FC1C=CC(C(C2C=CC(F)=CC=2)C2C3C(=C(CSC)C=CC=3)NC=2)=CC=1>>[Cl:13][C:14]1[CH:19]=[CH:18][C:17]([C:20]([C:9]2[C:8]3[C:12](=[C:4]([CH2:3][S:2][CH3:1])[CH:5]=[CH:6][CH:7]=3)[NH:11][CH:10]=2)([C:23]2[CH:28]=[CH:27][C:26]([F:29])=[CH:25][CH:24]=2)[CH3:21])=[C:16]([F:30])[CH:15]=1. Procedure details: The title compound was prepared starting from 1.00 g (5.64 mmol) of the compound from Example 8A and 1.52 g (5.64 mmol) of the compound from Example 183A in analogy to the synthesis of the compound from Example 278. 0.95 g (39% of theory) of the target compound were obtained. Reaction SMILES: [CH3:1][C:2]1[N:7]2[N:8]=[C:9]([CH2:11][CH2:12][C:13]3[N:17]([CH2:18][CH2:19][C:20]#[N:21])[N:16]=[C:15]([C:22]4[CH:27]=[CH:26][CH:25]=[CH:24][CH:23]=4)[N:14]=3)[N:10]=[C:6]2[C:5]([CH3:28])=[N:4][CH:3]=1>N.CO.[Ni]>[CH3:1][C:2]1[N:7]2[N:8]=[C:9]([CH2:11][CH2:12][C:13]3[N:17]([CH2:18][CH2:19][CH2:20][NH2:21])[N:16]=[C:15]([C:22]4[CH:27]=[CH:26][CH:25]=[CH:24][CH:23]=4)[N:14]=3)[N:10]=[C:6]2[C:5]([CH3:28])=[N:4][CH:3]=1. Starting materials: CC1=CN=C(C=2N1N=C(N2)CCC2=NC(=NN2CCC#N)C2=CC=CC=C2)C (3-{5-[2-(5,8-Dimethyl-[1,2,4]triazolo[1,5-a]pyrazin-2-yl)-ethyl]-3-phenyl-1,2,4-triazol-1-yl}-propionitrile). Solvent: N (Ammonia), CO (Methanol). The reagents and catalysts are [Ni] (Raney-Nickel). Reported procedure: 3-{5-[2-(5,8-Dimethyl-[1,2,4]triazolo[1,5-a]pyrazin-2-yl)-ethyl]-3-phenyl-1,2,4-triazol-1-yl}-propionitrile (28 mg, 0.075 mmol) was dissolved in 2 M of Ammonia in Methanol (15 mL) and hydrogenated on an H-cube through a column of Raney-Nickel (50 bar hydrogen, rt). The solvent was evaporated off. The crude product was purified by silica gel chromatography (Eluent: 10% MeOH, 10% triethylamine, 80% EtOAc). Yield: 10 mg (35%) of the title compound as a clear oil. LC-MS: m/z=377.3 (MH+), tR=0.81 min... The product is CC1=CN=C(C=2N1N=C(N2)CCC2=NC(=NN2CCCN)C2=CC=CC=C2)C (3-{5-[2-(5,8-Dimethyl-[1,2,4]triazolo[1,5-a]pyrazin-2-yl)-ethyl]-3-phenyl-[1,2,4]triazol-1-yl}-propylamin). Starting materials: COC(=O)COc1ccc(C(=O)c2ccc(OC)cc2)cc1C, [Na+], C1COCCO1, [OH-]. The product is COc1ccc(C(=O)c2ccc(OCC(=O)O)c(C)c2)cc1. RXN SMILES: [CH3:1][O:2][c:3]1[cH:4][cH:5][c:6]([C:7](=[O:8])[c:9]2[cH:10][c:11]([CH3:21])[c:12]([O:13][CH2:14][C:15](=[O:16])[O:17][CH3:18])[cH:19][cH:20]2)[cH:22][cH:23]1.[Na+:25].[O:26]1[CH2:27][CH2:28][O:29][CH2:30][CH2:31]1.[OH-:24]>>[CH3:1][O:2][c:3]1[cH:4][cH:5][c:6]([C:7](=[O:8])[c:9]2[cH:10][c:11]([CH3:21])[c:12]([O:13][CH2:14][C:15](=[O:16])[OH:17])[cH:19][cH:20]2)[cH:22][cH:23]1. The reactants are Nc1ccc(Cl)c(Cl)c1, O=C1Nc2ccccc2C1=O. The product is O=C1Nc2ccccc2C1=Nc1ccc(Cl)c(Cl)c1. RXN SMILES: [NH2:12][c:13]1[cH:14][cH:15][c:16]([Cl:17])[c:18]([Cl:19])[cH:20]1.[O:1]=[C:2]1[NH:3][c:4]2[cH:5][cH:6][cH:7][cH:8][c:9]2[C:10]1=[O:11]>>[O:1]=[C:2]1[NH:3][c:4]2[cH:5][cH:6][cH:7][cH:8][c:9]2[C:10]1=[N:12][c:13]1[cH:14][cH:15][c:16]([Cl:17])[c:18]([Cl:19])[cH:20]1. Reactants: S.[Na] (sodium hydrogen sulfide), CS(=O)(=O)OC(C)CC(C=O)SC1=NC=CC=C1 (5-oxo-4-(pyridin-2-ylsulfanyl)pentan-2-yl methanesulfonate), C(C)(=O)OCC (ethyl acetate), C(O)([O-])=O.[Na+] (sodium hydrogen carbonate). The solvent is CN(C=O)C (N,N-dimethylformamide). Yields the product CC1CC(C(S1)O)SC1=NC=CC=C1 (5-methyl-3-(pyridin-2-ylsulfanyl)thiolan-2-ol). The yield is 25456.4%. As a reaction SMILES: [SH2:1].[Na].CS(O[CH:8]([CH2:10][CH:11]([S:14][C:15]1[CH:20]=[CH:19][CH:18]=[CH:17][N:16]=1)[CH:12]=[O:13])[CH3:9])(=O)=O.C(OCC)(=O)C.C(=O)([O-])O.[Na+]>CN(C)C=O>[CH3:9][CH:8]1[S:1][CH:12]([OH:13])[CH:11]([S:14][C:15]2[CH:20]=[CH:19][CH:18]=[CH:17][N:16]=2)[CH2:10]1 |f:0.1,4.5,^1:1|. Procedure: 0.74 g of sodium hydrogen sulfide (Wako Pure Chemical Industries, Ltd.) was added to a solution of 0.60 mg of 5-oxo-4-(pyridin-2-ylsulfanyl)pentan-2-yl methanesulfonate in 10 mL of N,N-dimethylformamide at a temperature of 0° C. to 10° C., and the obtained mixture was then stirred at the same temperature as described above for 1.5 hours. Thereafter, 30 mL of ethyl acetate and 30 mL of a saturated sodium hydrogen carbonate aqueous solution were added to the reaction mixture, and the water layer w... Reactants: C=C(C)c1cccc2c(-c3c(C)nc4c(C(CC)CC)cc(C)nn34)c(C)sc12, ClCCl. The product is CCC(CC)c1cc(C)nn2c(-c3c(C)sc4c(C5(C)CC5)cccc34)c(C)nc12. As a reaction SMILES: [CH2:1]([CH3:2])[CH:3]([CH2:4][CH3:5])[c:6]1[c:7]2[n:8]([n:9][c:10]([CH3:12])[cH:11]1)[c:13](-[c:17]1[c:18]3[c:19]([s:20][c:21]1[CH3:22])[c:23]([C:27](=[CH2:28])[CH3:29])[cH:24][cH:25][cH:26]3)[c:14]([CH3:16])[n:15]2.[Cl:30][CH2:31][Cl:32]>>[CH2:1]([CH3:2])[CH:3]([CH2:4][CH3:5])[c:6]1[c:7]2[n:8]([n:9][c:10]([CH3:12])[cH:11]1)[c:13](-[c:17]1[c:18]3[c:19]([s:20][c:21]1[CH3:22])[c:23]([C:27]1([CH3:31])[CH2:28][CH2:29]1)[cH:24][cH:25][cH:26]3)[c:14]([CH3:16])[n:15]2. Reactants: C(C1=CN=CC=C1)(=O)OCCl (chloromethyl nicotinate), [H-].[Na+] (NaH), CCC1=C2C=C(C=CC2=NC3=C1CN4C3=CC5=C(C4=O)COC(=O)[C@@]5(CC)O)O (SN-38), C(C)[C@]1(C(OCC=2C(N3CC=4C(=NC=5C=CC(=CC5C4CC)O)C3=CC21)=O)=O)O ((S)-4,11-diethyl-4,9-dihydroxy-1H-pyrano[3′,4′:6,7]indolizino[1,2-b]quinoline-3,14(4H,12H)-dione). Solvent: CN(C)C=O (DMF), CN(C)C=O (DMF). Conditions: temperature 0 celsius, time 30 minute. Product: C(C1=CN=CC=C1)(=O)OCOC1=CC=2C(=C3C(=NC2C=C1)C1=CC2=C(C(N1C3)=O)COC([C@]2(O)CC)=O)CC ((S)-((4,11-diethyl-4-hydroxy-3,14-dioxo-3,4,12,14-tetrahydro-1H-pyrano[3′,4′:6,7]indolizino[1,2-b]quinolin-9-yl)oxy)methyl nicotinate). Isolated yield 13.0%. Reaction SMILES: [H-].[Na+].[CH3:3][CH2:4][C:5]1[C:14]2[CH2:15][N:16]3[C:21](=[O:22])[C:20]4[CH2:23][O:24][C:25]([C@:27]([OH:30])([CH2:28][CH3:29])[C:19]=4[CH:18]=[C:17]3[C:13]=2[N:12]=[C:11]2[C:6]=1[CH:7]=[C:8]([OH:31])[CH:9]=[CH:10]2)=[O:26].[C:32]([O:40][CH2:41]Cl)(=[O:39])[C:33]1[CH:38]=[CH:37][CH:36]=[N:35][CH:34]=1>CN(C=O)C>[C:32]([O:40][CH2:41][O:31][C:8]1[CH:9]=[CH:10][C:11]2[N:12]=[C:13]3[C:17]4[N:16]([CH2:15][C:14]3=[C:5]([CH2:4][CH3:3])[C:6]=2[CH:7]=1)[C:21](=[O:22])[C:20]1[CH2:23][O:24][C:25](=[O:26])[C@@:27]([CH2:28][CH3:29])([OH:30])[C:19]=1[CH:18]=4)(=[O:39])[C:33]1[CH:38]=[CH:37][CH:36]=[N:35][CH:34]=1 |f:0.1|. Procedure: NaH (0.012 g, 0.51 mmol, 1.0 eq) was added portion wise to a solution of SN-38, (S)-4,11-diethyl-4,9-dihydroxy-1H-pyrano[3′,4′:6,7]indolizino[1,2-b]quinoline-3,14(4H,12H)-dione [4150] (0.20 g, 0.51 mmol, 1.0 eq) in DMF (2 ml) under N2 atmosphere at 0° C. The resulting reaction mixture was stirred at 0° C. for an additional 30 min. To the reaction mixture, chloromethyl nicotinate [259] (0.087 g, 0.51 mmol, 1.0 eq) dissolved in DMF was added dropwise while maintaining the temperature at 0° C. The ... Reactants: COC=1C=CC=2C3=C(NC2C1)C(=NC(=N3)C3=CC=C(C=C3)OC)C(=O)OC (methyl 7-methoxy-2-(4-methoxyphenyl)-5H-pyrimido[5,4-b]indole-4-carboxylate), solution, N (ammonia). Run in CO (MeOH). Run at temperature 80 celsius. Product: COC=1C=CC=2C3=C(NC2C1)C(=NC(=N3)C3=CC=C(C=C3)OC)C(=O)N (7-methoxy-2-(4-methoxyphenyl)-5H-pyrimido[5,4-b]indole-4-carboxamide). Reaction SMILES: [CH3:1][O:2][C:3]1[CH:4]=[CH:5][C:6]2[C:7]3[N:15]=[C:14]([C:16]4[CH:21]=[CH:20][C:19]([O:22][CH3:23])=[CH:18][CH:17]=4)[N:13]=[C:12]([C:24]([O:26]C)=O)[C:8]=3[NH:9][C:10]=2[CH:11]=1.[NH3:28]>CO>[CH3:1][O:2][C:3]1[CH:4]=[CH:5][C:6]2[C:7]3[N:15]=[C:14]([C:16]4[CH:21]=[CH:20][C:19]([O:22][CH3:23])=[CH:18][CH:17]=4)[N:13]=[C:12]([C:24]([NH2:28])=[O:26])[C:8]=3[NH:9][C:10]=2[CH:11]=1. Procedure details: A suspension of methyl 7-methoxy-2-(4-methoxyphenyl)-5H-pyrimido[5,4-b]indole-4-carboxylate (97 mg, 0.27 mmol) in a 7 N solution of ammonia in MeOH (10 mL) in a sealed microwave vial was heated at 80° C. overnight. The solvent was removed and the residue was suspended in EtOAc. Filtration gave 7-methoxy-2-(4-methoxyphenyl)-5H-pyrimido[5,4-b]indole-4-carboxamide (58 mg) as a yellow solid. MS (ESI) m/z 349.0 (M+H). 1H NMR (DMSO-d6) δ ppm 11.68 (1H, br. s.), 8.59-8.73 (3H, m), 8.20 (1H, d, J=8.85 H... Starting materials: O=C(Cl)C(=O)Cl, ClCCl, O=C1CC(c2ccc(F)cc2)C(C(=O)O)=CN1, CN(C)C=O. Product: [Cl-], O=C1CC(c2ccc(F)cc2)C(C(=O)O)=CN1. As a reaction SMILES: [C:1]([Cl:2])(=[O:3])[C:5]([Cl:4])=[O:6].[Cl:29][CH2:30][Cl:31].[F:7][c:8]1[cH:9][cH:10][c:11]([CH:14]2[C:15]([C:21](=[O:22])[OH:23])=[CH:16][NH:17][C:18](=[O:20])[CH2:19]2)[cH:12][cH:13]1.[O:24]=[CH:25][N:26]([CH3:27])[CH3:28]>>[Cl-:4].[F:7][c:8]1[cH:9][cH:10][c:11]([CH:14]2[C:15]([C:21](=[O:22])[OH:23])=[CH:16][NH:17][C:18](=[O:20])[CH2:19]2)[cH:12][cH:13]1. Starting materials: C(C)(C)(C)OC(N([C@@H](C)C(NC=1C=CC2=C(N[C@H](C(N2)=O)C)N1)=O)C)=O (Methyl-[(S)-1-((S)-3-methyl-2-oxo-1,2,3,4-tetrahydro-pyrido[2,3-b]pyrazin-6-ylcarbamoyl)-ethyl]-carbamic acid tert-butyl ester), Cl (HCl), Cl (HCl). Yields the product Cl.CN[C@H](C(=O)NC=1C=CC2=C(N[C@H](C(N2)=O)C)N1)C ((S)-2-Methylamino-N—((S)-3-methyl-2-oxo-1,2,3,4-tetrahydro-pyrido[2,3-b]pyrazin-6-yl)-propionamide hydrochloride). As a reaction SMILES: C(O[C:6](=O)[N:7](C)[C@H:8]([C:10](=[O:24])[NH:11][C:12]1[CH:13]=[CH:14][C:15]2[NH:20][C:19](=[O:21])[C@H:18]([CH3:22])[NH:17][C:16]=2[N:23]=1)[CH3:9])(C)(C)C.[ClH:27]>>[ClH:27].[CH3:6][NH:7][C@@H:8]([CH3:9])[C:10]([NH:11][C:12]1[CH:13]=[CH:14][C:15]2[NH:20][C:19](=[O:21])[C@H:18]([CH3:22])[NH:17][C:16]=2[N:23]=1)=[O:24] |f:2.3|. Procedure: Methyl-[(S)-1-((S)-3-methyl-2-oxo-1,2,3,4-tetrahydro-pyrido[2,3-b]pyrazin-6-ylcarbamoyl)-ethyl]-carbamic acid tert-butyl ester (30 mg, 0.08 mmol) was treated with HCl according to the General procedure 3 (HCl deprotection) to afford the title compound (15 mg). 1H NMR (400 MHz, Me-d3-OD): 7.25 (1H, d), 6.91 (1H, d), 4.43-4.32 (1H, m), 4.12 (1H, d), 2.79 (3H, s), 1.67 (3H, d), 1.53 (3H, d). MS: [M+H]+=264.